Dataset: the Open Reaction Database (ORD), a public repository of structured organic reaction records. Task: describe an organic reaction: reactants, conditions, products, and yield Starting materials: CC(C)C[Al+]CC(C)C, CCCCCC, CCO, CCOC(=O)CC(C)C=CC1CCCC1, [Cl-], [H-], [NH4+]. Yields the product CC(C=CC1CCCC1)CC=O. Reaction SMILES: [CH2:2]([Al+:3][CH2:4][CH:5]([CH3:6])[CH3:7])[CH:8]([CH3:9])[CH3:10].[CH3:11][CH2:12][CH2:13][CH2:14][CH2:15][CH3:16].[CH3:34][CH2:35][OH:36].[CH:17]1([CH:22]=[CH:23][CH:24]([CH2:25][C:26](=[O:27])[O:28][CH2:29][CH3:30])[CH3:31])[CH2:18][CH2:19][CH2:20][CH2:21]1.[Cl-:32].[H-:1].[NH4+:33]>>[CH:17]1([CH:22]=[CH:23][CH:24]([CH2:25][CH:26]=[O:27])[CH3:31])[CH2:18][CH2:19][CH2:20][CH2:21]1. Solvent: C(C)O (ethanol). Procedure: 45 g of diethyl malonate and 30 g of phenethyl bromide were mixed and added dropwise, cooling in ice, to a solution of sodium ethylate prepared from 6.5 g of sodium and 130 ml of absolute ethanol. The mixture was then boiled under reflux for 6 hours and allowed to cool down overnight. The major part of the ethanol was removed in vacuo, the residue was taken up in water, extracted with ether, this was dried over Na2SO4, evaporated and distilled. Reactants: C(CC(=O)OCC)(=O)OCC (diethyl malonate), C(CC1=CC=CC=C1)Br (phenethyl bromide), [Na] (sodium), CC[O-].[Na+] (sodium ethylate). As a reaction SMILES: [C:1]([O:9][CH2:10][CH3:11])(=[O:8])[CH2:2][C:3]([O:5][CH2:6][CH3:7])=[O:4].[CH2:12](Br)[CH2:13][C:14]1[CH:19]=[CH:18][CH:17]=[CH:16][CH:15]=1.CC[O-].[Na+].[Na]>C(O)C>[CH2:12]([CH:2]([C:3]([O:5][CH2:6][CH3:7])=[O:4])[C:1]([O:9][CH2:10][CH3:11])=[O:8])[CH2:13][C:14]1[CH:19]=[CH:18][CH:17]=[CH:16][CH:15]=1 |f:2.3,^1:24|. Yields the product C(CC1=CC=CC=C1)C(C(=O)OCC)C(=O)OCC (Diethyl phenethylmalonate). The reactants are Cc1ccc(Br)cc1, C1CCOC1, CCOC(C)=O, CC1(C)CCC(=O)c2cc(Br)ccc21. Product: Cc1ccc(C2=CCC(C)(C)c3ccc(Br)cc32)cc1. RXN SMILES: [Br:1][c:2]1[cH:3][cH:4][c:5]([CH3:8])[cH:6][cH:7]1.[CH2:23]1[O:24][CH2:25][CH2:26][CH2:27]1.[CH2:28]([O:29][C:30](=[O:31])[CH3:32])[CH3:33].[CH3:9][C:10]1([CH3:22])[CH2:11][CH2:12][C:13](=[O:21])[c:14]2[cH:15][c:16]([Br:20])[cH:17][cH:18][c:19]21>>[c:2]1([C:13]2=[CH:12][CH2:11][C:10]([CH3:9])([CH3:22])[c:19]3[c:14]2[cH:15][c:16]([Br:20])[cH:17][cH:18]3)[cH:3][cH:4][c:5]([CH3:8])[cH:6][cH:7]1. Reactants: ClC1=C(N)C=CC=C1F (2-chloro-3-fluoroaniline), ClC1=C(N)C=CC=C1Cl (2,3-dichloroaniline). Product: ClC1=C2CC(CC2=CC=C1F)N (4-chloro-5-fluoro-2-indanamine). As a reaction SMILES: [Cl:1][C:2]1[C:8]([F:9])=[CH:7][CH:6]=[CH:5][C:3]=1N.Cl[C:11]1C(Cl)=CC=[CH:14][C:12]=1[NH2:13]>>[Cl:1][C:2]1[C:8]([F:9])=[CH:7][CH:6]=[C:5]2[C:3]=1[CH2:11][CH:12]([NH2:13])[CH2:14]2. Reported procedure: Substituting 2-chloro-3-fluoroaniline as a starting material for 2,3-dichloroaniline and following the procedure of Example 1 yields 4-chloro-5-fluoro-2-indanamine. The reactants are COC(=O)[C@]1(N(C[C@@H](C1)O)C(=O)OC(C)(C)C)C ((2S,4R)-4-hydroxy-2-methyl-pyrrolidine-1,2-dicarboxylic acid 1-tert-butyl ester 2-methyl ester), COC(=O)[C@H]1N(C[C@H](C1)N)CC1CCCCC1 ((2S,4S)-4-amino-1-cyclohexylmethyl-pyrrolidine-2-carboxylic acid methyl ester). Yields the product COC(=O)[C@]1(N(C[C@H](C1)N)CC1CCCCC1)C ((2S,4S)-4-Amino-1-cyclohexylmethyl-2-methyl-pyrrolidine-2-carboxylic acid methyl ester). Reaction SMILES: [CH3:1]OC([C@]1(C)C[C@@H](O)CN1C(OC(C)(C)C)=O)=O.[CH3:19][O:20][C:21]([C@@H:23]1[CH2:27][C@H:26]([NH2:28])[CH2:25][N:24]1[CH2:29][CH:30]1[CH2:35][CH2:34][CH2:33][CH2:32][CH2:31]1)=[O:22]>>[CH3:19][O:20][C:21]([C@:23]1([CH3:1])[CH2:27][C@H:26]([NH2:28])[CH2:25][N:24]1[CH2:29][CH:30]1[CH2:35][CH2:34][CH2:33][CH2:32][CH2:31]1)=[O:22]. Reported procedure: (2S,4S)-4-Amino-1-cyclohexylmethyl-2-methyl-pyrrolidine-2-carboxylic acid methyl ester was prepared from (2S,4R)-4-hydroxy-2-methyl-pyrrolidine-1,2-dicarboxylic acid 1-tert-butyl ester 2-methyl ester in a similar reaction sequence used in the preparation of (2S,4S)-4-amino-1-cyclohexylmethyl-pyrrolidine-2-carboxylic acid methyl ester.